Dataset: the Open Reaction Database (ORD), a public repository of structured organic reaction records. Task: describe an organic reaction: reactants, conditions, products, and yield Reactants: C(C)OC(C1=CN=C(C=C1OCC)C(C)(C)C)=O (6-tert-Butyl-4-ethoxy-nicotinic acid ethyl ester), [OH-].[K+] (Potassium hydroxide). Run in C(C)O (ethanol), O (water). Reaction conditions: temperature 80 celsius, time 1 hour. Product: C(C)(C)(C)C1=NC=C(C(=O)O)C(=C1)OCC (6-tert-butyl-4-ethoxy-nicotinic acid). RXN SMILES: C([O:3][C:4](=[O:18])[C:5]1[C:10]([O:11][CH2:12][CH3:13])=[CH:9][C:8]([C:14]([CH3:17])([CH3:16])[CH3:15])=[N:7][CH:6]=1)C.[OH-].[K+]>C(O)C.O>[C:14]([C:8]1[CH:9]=[C:10]([O:11][CH2:12][CH3:13])[C:5]([C:4]([OH:18])=[O:3])=[CH:6][N:7]=1)([CH3:17])([CH3:15])[CH3:16] |f:1.2|. Procedure: 6-tert-Butyl-4-ethoxy-nicotinic acid ethyl ester (100 mg, 0.4 mmol) was dissolved in ethanol. Potassium hydroxide (46 mg, 0.8 mmol) in 1 mL of water was added. It was stirred at 80° C. for 1 hr, checked by thin layer chromatography and LC-MS until the reaction was completed. The mixture was concentrated at high vacuum and dried overnight to give 6-tert-butyl-4-ethoxy-nicotinic acid as a white solid which was used in the next reaction with out further purification. The 6-tert-butyl-4-ethoxy-nicot...